This data is from the Open Reaction Database (ORD), a public repository of structured organic reaction records. The task is: describe an organic reaction: reactants, conditions, products, and yield The reactants are Cl, Cc1cc(O)cc(=O)o1, ClSc1ccccc1, c1ccccc1. The product is Cc1cc(O)c(Sc2ccccc2)c(=O)o1. As a reaction SMILES: [ClH:18].[OH:9][c:10]1[cH:11][c:12](=[O:17])[o:13][c:14]([CH3:16])[cH:15]1.[c:1]1([S:7][Cl:8])[cH:2][cH:3][cH:4][cH:5][cH:6]1.[cH:19]1[cH:20][cH:21][cH:22][cH:23][cH:24]1>>[c:1]1([S:7][c:11]2[c:10]([OH:9])[cH:15][c:14]([CH3:16])[o:13][c:12]2=[O:17])[cH:2][cH:3][cH:4][cH:5][cH:6]1.